From a dataset of the Open Reaction Database (ORD), a public repository of structured organic reaction records. describe an organic reaction: reactants, conditions, products, and yield The reactants are [OH-].[Na+] (sodium hydroxide), C1(C=2C(C(=O)O1)=CC=CC2)=O (phthalic anhydride), C1(C=2C(C(=O)O1)=CC=CC2)=O (phthalic anhydride). The solvent is OO (hydrogen peroxide). Reaction conditions: time 25 minute. The product is C1=CC=C(C(=C1)C(=O)O)C(=O)OOC(=O)C2=CC=CC=C2C(=O)O (diphthaloyl peroxide). As a reaction SMILES: [C:1]1(=[O:11])[O:6][C:4](=[O:5])[C:3]2=[CH:7][CH:8]=[CH:9][CH:10]=[C:2]12.[OH-:12].[Na+]>OO>[CH:9]1[CH:10]=[C:2]([C:1]([OH:6])=[O:11])[C:3]([C:4]([O:12][O:12][C:4]([C:3]2[C:2]([C:1]([OH:6])=[O:11])=[CH:10][CH:9]=[CH:8][CH:7]=2)=[O:5])=[O:5])=[CH:7][CH:8]=1 |f:1.2|. Procedure: Diphthaloyl peroxide was prepared by adding finely powdered phthalic anhydride (7.2g) gradually over a period of five minutes to a solution of hydrogen peroxide (0.46% by weight, 90 cm3) maintained at a temperature of between 1° to 3° C by the use of a cooling jacket, and the pH of 9 plus or minus 0.2 by dropwise addition of sodium hydroxide sufficient to counteract the generation of acidity as the reaction proceeded. The solution was stirred constantly, so that the proportion of the finely powd... The reactants are Brc1cccnc1, CCOC(=O)CCc1ccc(B(O)O)cc1, [Na+], [Na+], O=C([O-])[O-], CN(C)C=O, O. Yields the product CCOC(=O)CCc1ccc(-c2cccnc2)cc1. RXN SMILES: [Br:1][c:2]1[cH:3][n:4][cH:5][cH:6][cH:7]1.[CH2:8]([CH3:9])[O:10][C:11](=[O:12])[CH2:13][CH2:14][c:15]1[cH:16][cH:17][c:18]([B:21]([OH:22])[OH:23])[cH:19][cH:20]1.[Na+:29].[Na+:30].[O-:31][C:32](=[O:33])[O-:34].[O:24]=[CH:25][N:26]([CH3:27])[CH3:28].[OH2:35]>>[c:2]1(-[c:18]2[cH:17][cH:16][c:15]([CH2:14][CH2:13][C:11]([O:10][CH2:8][CH3:9])=[O:12])[cH:20][cH:19]2)[cH:3][n:4][cH:5][cH:6][cH:7]1. The reactants are BrC1=C(C(=O)O)C=CC(=C1)OC (2-bromo-4-methoxybenzoic acid), C(=O)([O-])[O-].[Cs+].[Cs+] (Cs2CO3), N=1NN=CC1 (2H-1,2,3-triazole), CN[C@H]1[C@@H](CCCC1)NC ((1R,2R)—N1,N2-dimethylcyclohexane-1,2-diamine). Reagents/catalysts: [Cu]I (CuI). The solvent is O1CCOCC1 (dioxane), O (water), O (water), CCOC(=O)C (EtOAc), CCOC(=O)C (EtOAc). Conditions: temperature 100 celsius. Product: COC1=CC(=C(C(=O)O)C=C1)N1N=CC=N1 (4-Methoxy-2-(2H-1,2,3-triazol-2-yl)benzoic acid). The yield is 68.6%. As a reaction SMILES: Br[C:2]1[CH:10]=[C:9]([O:11][CH3:12])[CH:8]=[CH:7][C:3]=1[C:4]([OH:6])=[O:5].C([O-])([O-])=O.[Cs+].[Cs+].[N:19]1[NH:20][N:21]=[CH:22][CH:23]=1.CN[C@@H]1CCCC[C@H]1NC>[Cu]I.CCOC(C)=O.O.O1CCOCC1>[CH3:12][O:11][C:9]1[CH:8]=[CH:7][C:3]([C:4]([OH:6])=[O:5])=[C:2]([N:20]2[N:21]=[CH:22][CH:23]=[N:19]2)[CH:10]=1 |f:1.2.3|. Reported procedure: To 2-bromo-4-methoxybenzoic acid (4 g, 17.3 mmol), CuI (266 mg, 1.4 mmol) and Cs2CO3 (11.2 g, 34.6 mmol) was added dioxane (36 mL), water (94 μL, 5.1 mmol), 2H-1,2,3-triazole (2.0 mL, 34.6 mmol) and (1R,2R)—N1,N2-dimethylcyclohexane-1,2-diamine (683 μL, 4.3 mmol). The reaction mixture was heated to 100° C. for 3 hr. The reaction mixture was cooled rt, then EtOAc and water were added. The mixture was transferred to a separatory funnel and the aqueous layer separated. The aqueous layer was acidifi... Reactants: Cl.CN1CCC(CC1)(C1=NC=CC2=CC=CC=C12)OC(C1=CC=CC=C1)=O (1-methyl-4-benzoyloxy-4-(1-isoquinolyl)-piperidine hydrochloride), Cl (hydrochloric acid), [H-].[Na+] (NaH), CN1CCC(CC1)=O (1-methylpiperidin-4-one). Run in CN(C=O)C (dimethylformamide). Run at time 8 hour. The product is CN1CCC(CC1)(O)C1=NC=CC2=CC=CC=C12 (1-methyl-4-(1-isoquinolyl)-piperidin-4-ol). As a reaction SMILES: Cl.[CH3:2][N:3]1[CH2:8][CH2:7][C:6]([O:19]C(=O)C2C=CC=CC=2)([C:9]2[C:18]3[C:13](=[CH:14][CH:15]=[CH:16][CH:17]=3)[CH:12]=[CH:11][N:10]=2)[CH2:5][CH2:4]1.[H-].[Na+].CN1CCC(=O)CC1.Cl>CN(C)C=O>[CH3:2][N:3]1[CH2:4][CH2:5][C:6]([C:9]2[C:18]3[C:13](=[CH:14][CH:15]=[CH:16][CH:17]=3)[CH:12]=[CH:11][N:10]=2)([OH:19])[CH2:7][CH2:8]1 |f:0.1,2.3|. Reported procedure: 346 g. of 1-methyl-4-benzoyloxy-4-(1-isoquinolyl)-piperidine hydrochloride (m.p. 269°, from isopropanol), obtainable by adding 30 g. of NaH in portions to a solution of 260 g. of 1-cyano-2-benzoyl-1,2-dihydroiosquinoline and 120 g. of 1-methylpiperidin-4-one in 950 ml. of dimethylformamide, with stirring, and allowing the mixture to stand overnight, are heated under reflux with 1,400 ml. of 25% hydrochloric acid for 40 hours. The mixture is cooled and worked up in the customary manner to give 1-...